From a dataset of the Open Reaction Database (ORD), a public repository of structured organic reaction records. describe an organic reaction: reactants, conditions, products, and yield Starting materials: CC(=O)NCC1CC1c1cccc2nn(C)cc12, CC#N, CCOC(C)=O, F[Xe]F. Yields the product CC(=O)NCC1CC1c1cccc2nn(C)c(F)c12. RXN SMILES: [CH3:1][n:2]1[n:3][c:4]2[cH:5][cH:6][cH:7][c:8]([CH:11]3[CH:12]([CH2:14][NH:15][C:16]([CH3:17])=[O:18])[CH2:13]3)[c:9]2[cH:10]1.[CH3:22][C:23]#[N:24].[CH3:25][CH2:26][O:27][C:28](=[O:29])[CH3:30].[Xe:19]([F:20])[F:21]>>[CH3:1][n:2]1[n:3][c:4]2[cH:5][cH:6][cH:7][c:8]([CH:11]3[CH:12]([CH2:14][NH:15][C:16]([CH3:17])=[O:18])[CH2:13]3)[c:9]2[c:10]1[F:20].